This data is from the Open Reaction Database (ORD), a public repository of structured organic reaction records. The task is: describe an organic reaction: reactants, conditions, products, and yield The reactants are C(C1=CC=CC=C1)N1C(=C(C=2CN(CC(C21)C)CC2=CC=CC=C2)C=O)C2=CC=CC=C2 (1,5-Dibenzyl-4,5,6,7-tetrahydro-7-methyl-2-phenyl-1H-pyrrolo[3,2-c]pyridine-3-carboxaldehyde), Cl.NO (hydroxylamine hydrochloride), Cl (hydrochloric acid). Solvent: N1=CC=CC=C1 (pyridine). Reaction conditions: time 18 hour. Product: C(C1=CC=CC=C1)N1C(=C(C=2CN(CC(C21)C)CC2=CC=CC=C2)C=NO)C2=CC=CC=C2 (1,5-Dibenzyl-4,5,6,7-tetrahydro-7-methyl-2-phenyl-1H-pyrrolo[3,2-c]pyridine-3-carboxaldehyde oxime). Isolated yield 86.9%. RXN SMILES: [CH2:1]([N:8]1[C:16]2[CH:15]([CH3:17])[CH2:14][N:13]([CH2:18][C:19]3[CH:24]=[CH:23][CH:22]=[CH:21][CH:20]=3)[CH2:12][C:11]=2[C:10]([CH:25]=O)=[C:9]1[C:27]1[CH:32]=[CH:31][CH:30]=[CH:29][CH:28]=1)[C:2]1[CH:7]=[CH:6][CH:5]=[CH:4][CH:3]=1.Cl.[NH2:34][OH:35].Cl>N1C=CC=CC=1>[CH2:1]([N:8]1[C:16]2[CH:15]([CH3:17])[CH2:14][N:13]([CH2:18][C:19]3[CH:24]=[CH:23][CH:22]=[CH:21][CH:20]=3)[CH2:12][C:11]=2[C:10]([CH:25]=[N:34][OH:35])=[C:9]1[C:27]1[CH:32]=[CH:31][CH:30]=[CH:29][CH:28]=1)[C:2]1[CH:7]=[CH:6][CH:5]=[CH:4][CH:3]=1 |f:1.2|. Reported procedure: A mixture of the compound from Example 13 (1.0 g) hydroxylamine hydrochloride (0.5 g) and anhydrous pyridine (50 ml) was stirred at room temperature for 18 hours and poured into 2N hydrochloric acid (500 ml). A gummy precipitate was formed, which was separated and crystallised by heating with methanol to give the oxime (0.9 g) M.pt 171°-2°C. (Found: C, 80.3; H, 6.9; N, 9.6. C29H29N3O requires: C, 80.0, H, 6.7; N, 9.6%). The reactants are ClC=1NC=C(N1)[N+](=O)[O-] (2-chloro-4-nitro-1H-imidazole), CC1(OC1)CN1CCN(CCC1)C(=O)OC(C)(C)C (tert-butyl 4-(2-methyloxiran-2-ylmethyl)homopiperazine-1-carboxylate), C(C)(=O)[O-].[Na+] (sodium acetate). The solvent is C(CC)O (1-propanol). Yields the product ClC=1N(C=C(N1)[N+](=O)[O-])CC(CN1CCN(CCC1)C(=O)OC(C)(C)C)(C)O (tert-butyl 4-[3-(2-chloro-4-nitroimidazol-1-yl)-2-hydroxy-2-methylpropyl]homopiperazine-1-carboxylate). Yield: 26.3%. As a reaction SMILES: [Cl:1][C:2]1[NH:3][CH:4]=[C:5]([N+:7]([O-:9])=[O:8])[N:6]=1.[CH3:10][C:11]1([CH2:14][N:15]2[CH2:21][CH2:20][CH2:19][N:18]([C:22]([O:24][C:25]([CH3:28])([CH3:27])[CH3:26])=[O:23])[CH2:17][CH2:16]2)[CH2:13][O:12]1.C([O-])(=O)C.[Na+]>C(O)CC>[Cl:1][C:2]1[N:3]([CH2:13][C:11]([OH:12])([CH3:10])[CH2:14][N:15]2[CH2:21][CH2:20][CH2:19][N:18]([C:22]([O:24][C:25]([CH3:28])([CH3:27])[CH3:26])=[O:23])[CH2:17][CH2:16]2)[CH:4]=[C:5]([N+:7]([O-:9])=[O:8])[N:6]=1 |f:2.3|. Procedure: A mixture of 2-chloro-4-nitro-1H-imidazole (8.39 g, 56.88 mmol), tert-butyl 4-(2-methyloxiran-2-ylmethyl)homopiperazine-1-carboxylate (15.38 g, 56.88 mmol) and sodium acetate (5.13 g, 62.57 mmol) in 1-propanol (100 ml) was stirred under reflux for 10 hours. The reaction mixture was allowed to return to room temperature and then concentrated under reduced pressure. The residue was dissolved in methylene chloride. The solution was washed with water, dried over sodium sulfate and then filtered. The... Starting materials: ClC1=CC=C(C=C1)S(=O)(=O)NC1C2CCC(C1)C2O (2-(4-chlorophenylsulfonamido)bicyclo[2.2.1]heptan-7-ol), C([O-])([O-])=O.[Cs+].[Cs+] (cesium carbonate), BrCC1=CC=C(C#N)C=C1 (4-(bromomethyl)benzonitrile), C([O-])([O-])=O.[Cs+].[Cs+] (cesium carbonate), BrCC1=CC=C(C#N)C=C1 (4-(bromomethyl)benzonitrile). Run in CN(C=O)C (dimethylformamide). The product is C(#N)C1=CC=C(CN(S(=O)(=O)C2=CC=C(C=C2)Cl)C2C3CCC(C2)C3O)C=C1 (N-(4-cyanobenzyl)-N-(7-hydroxybicyclo[2.2.1]heptan-2-yl)-4-chlorobenzenesulfonamide). The yield is 49.4%. RXN SMILES: [Cl:1][C:2]1[CH:7]=[CH:6][C:5]([S:8]([NH:11][CH:12]2[CH2:17][CH:16]3[CH:18]([OH:19])[CH:13]2[CH2:14][CH2:15]3)(=[O:10])=[O:9])=[CH:4][CH:3]=1.C(=O)([O-])[O-].[Cs+].[Cs+].Br[CH2:27][C:28]1[CH:35]=[CH:34][C:31]([C:32]#[N:33])=[CH:30][CH:29]=1>CN(C)C=O>[C:32]([C:31]1[CH:34]=[CH:35][C:28]([CH2:27][N:11]([CH:12]2[CH2:17][CH:16]3[CH:18]([OH:19])[CH:13]2[CH2:14][CH2:15]3)[S:8]([C:5]2[CH:6]=[CH:7][C:2]([Cl:1])=[CH:3][CH:4]=2)(=[O:9])=[O:10])=[CH:29][CH:30]=1)#[N:33] |f:1.2.3|. Reported procedure: A solution of 2-(4-chlorophenylsulfonamido)bicyclo[2.2.1]heptan-7-ol (604 mg, 2.0 mmol), cesium carbonate (1.30 g, 4.0 mmol), and 4-(bromomethyl)benzonitrile (471 mg, 2.4 mmol) was stirred in 10 mL dimethylformamide for 1 h. The crude reaction product was treated with additional cesium carbonate (261 mg, 0.8 mmol) and 4-(bromomethyl)benzonitrile (94 mg, 0.5 mmol) to complete the reaction. The reaction was partitioned between 50 mL ethyl acetate and 50 mL 0.1 M HCl, concentrated and purified by f... Reactants: C([O-])(O)=O.[Na+] (sodium bicarbonate), C(C)(=O)Cl (acetyl chloride), Cl.NC1(CC(C=2C(=C3C(C=4C=CC=CC4C(C3=C(C2C1)O)=O)=O)O)O)C(C)=O (9-amino-9-acetyl-6,7,11-trihydroxy-7,8,9,10-tetrahydro-5,12-naphthacenedione hydrochloride), C([O-])([O-])=O.[Na+].[Na+] (sodium carbonate). Solvent: O1CCCC1 (tetrahydrofuran), C(Cl)(Cl)Cl (chloroform), C(Cl)(Cl)Cl (chloroform). Run at time 30 minute. The product is C(C)(=O)C1(CC(C=2C(=C3C(C=4C=CC=CC4C(C3=C(C2C1)O)=O)=O)O)O)NC(=O)C (9-acetyl-9-acetamino-6,7,11-trihydroxy-7,8,9,10-tetrahydro-5,12-naphthacenedione). RXN SMILES: Cl.[NH2:2][C:3]1([C:26](=[O:28])[CH3:27])[CH2:20][C:19]2[C:18]([OH:21])=[C:17]3[C:8]([C:9](=[O:23])[C:10]4[CH:11]=[CH:12][CH:13]=[CH:14][C:15]=4[C:16]3=[O:22])=[C:7]([OH:24])[C:6]=2[CH:5]([OH:25])[CH2:4]1.C(=O)([O-])[O-].[Na+].[Na+].C(=O)(O)[O-].[Na+].[C:40](Cl)(=[O:42])[CH3:41]>C(Cl)(Cl)Cl.O1CCCC1>[C:26]([C:3]1([NH:2][C:40]([CH3:41])=[O:42])[CH2:20][C:19]2[C:18]([OH:21])=[C:17]3[C:8]([C:9](=[O:23])[C:10]4[CH:11]=[CH:12][CH:13]=[CH:14][C:15]=4[C:16]3=[O:22])=[C:7]([OH:24])[C:6]=2[CH:5]([OH:25])[CH2:4]1)(=[O:28])[CH3:27] |f:0.1,2.3.4,5.6|. Procedure: A mixture of 9-amino-9-acetyl-6,7,11-trihydroxy-7,8,9,10-tetrahydro-5,12-naphthacenedione hydrochloride (130 mg), sodium carbonate (400 mg), a saturated sodium bicarbonate solution (20 ml), chloroform (10 ml) and tetrahydrofuran (10 ml) was stirred vigorously, and acetyl chloride (200 mg) was dropwise added thereto at room temperature. After the dropwise addition was completed, stirring was continued for 30 minutes. The reaction mixture was shaken with chloroform (50 ml). The chloroform layer wa... Reactants: F[B-](F)(F)F.C[O+](C)C (trimethyloxonium fluoroborate), OC[C@]12CCC(C=C1CC[C@H]1[C@@H]3CCC([C@@]3(C)CC[C@H]21)=O)=O (19-Hydroxyandrost-4-ene-3,17-dione), O (water). The solvent is C(Cl)Cl (methylenechloride). Reaction SMILES: [OH:1][CH2:2][C@@:3]12[C@@H:20]3[C@H:11]([C@H:12]4[C@@:16]([CH2:18][CH2:19]3)([CH3:17])[C:15](=[O:21])[CH2:14][CH2:13]4)[CH2:10][CH2:9][C:8]1=[CH:7][C:6](=[O:22])[CH2:5][CH2:4]2.F[B-](F)(F)F.[CH3:28][O+](C)C.O>C(Cl)Cl>[CH3:28][O:1][CH2:2][C@@:3]12[C@@H:20]3[C@H:11]([C@H:12]4[C@@:16]([CH2:18][CH2:19]3)([CH3:17])[C:15](=[O:21])[CH2:14][CH2:13]4)[CH2:10][CH2:9][C:8]1=[CH:7][C:6](=[O:22])[CH2:5][CH2:4]2 |f:1.2|. Reaction conditions: time 2 hour. Procedure: 19-Hydroxyandrost-4-ene-3,17-dione is dissolved in methylenechloride and trimethyloxonium fluoroborate added. After stirring at room temperature for a period of two hours, water is added to the reaction mixture, the organic layer is separated, dried over magnesium sulfate and the solvent removed under vacuum. The residue is crystallized from an acetone-hexane solution to yield the desired 19-methoxyandrost-4-ene-3,17-dione. The product is COC[C@]12CCC(C=C1CC[C@H]1[C@@H]3CCC([C@@]3(C)CC[C@H]21)=O)=O (19-methoxyandrost-4-ene-3,17-dione). Starting materials: NC1=C(CC=2C=C3C(=CC(NC3=CC2)=O)C(F)(F)F)C=CC=C1 (6-(2-aminobenzyl)-4-trifluoromethyl-1H-quinolin-2-one), C(C)N=C=O (EtNCO). Solvent: C1CCOC1 (THF), C1CCOC1 (THF). Run at temperature 20 celsius, time 36 hour. Yields the product C(C)NC(=O)NC1=C(C=CC=C1)CC=1C=C2C(=CC(NC2=CC1)=O)C(F)(F)F (1-Ethyl-3-[2-(2-oxo-4-trifluoromethyl-1,2-dihydroquinolin-6-ylmethyl)phenyl]urea). The yield is 62.2%. RXN SMILES: [NH2:1][C:2]1[CH:23]=[CH:22][CH:21]=[CH:20][C:3]=1[CH2:4][C:5]1[CH:6]=[C:7]2[C:12](=[CH:13][CH:14]=1)[NH:11][C:10](=[O:15])[CH:9]=[C:8]2[C:16]([F:19])([F:18])[F:17].[CH2:24]([N:26]=[C:27]=[O:28])[CH3:25]>C1COCC1>[CH2:24]([NH:26][C:27]([NH:1][C:2]1[CH:23]=[CH:22][CH:21]=[CH:20][C:3]=1[CH2:4][C:5]1[CH:6]=[C:7]2[C:12](=[CH:13][CH:14]=1)[NH:11][C:10](=[O:15])[CH:9]=[C:8]2[C:16]([F:19])([F:17])[F:18])=[O:28])[CH3:25]. Reported procedure: A stirred THF (5 mL) solution of 6-(2-aminobenzyl)-4-trifluoromethyl-1H-quinolin-2-one (Preparation #2, 50 mg, 157 μmol) was treated dropwise with a solution of EtNCO (78 μL, 985 μmol) in anhydrous THF (1 mL) at 0° C. The reaction mixture was allowed to warm to 20° C., before being stirred for 36 h. The precipitate formed was collected, washed with THF, & dried to give the title compound (38 mg, 62%): δH ((CD3)2SO)=1.00 (t, 3H), 3.05 (q, 2H), 4.00 (s, 2H), 6.30 (t, 1H), 6.90–6.95 (m, 2H), 7.05 (... Conditions: temperature 120 celsius. Product: NC1=CC=C(C=N1)S(=O)(=O)N1CC(N(CC1)C1=NC=C(C=N1)C(C(F)(F)F)(C)O)C#CC (2-(2-(4-((6-amino-3-pyridinyl)sulfonyl)-2-(1-propyn-1-yl)-1-piperazinyl)-5-pyrimidinyl)-1,1,1-trifluoro-2-propanol). Isolated yield 79.9%. The solvent is CCO (EtOH). Procedure: To a 330-mL pressure vessel was added 2-(2-(4-((6-chloro-3-pyridinyl)sulfonyl)-2-(1-propyn-1-yl)-1-piperazinyl)-5-pyrimidinyl)-1,1,1-trifluoro-2-propanol (6.50 g, 13.3 mmol), EtOH (80 mL), and ammonium hydroxide (30%, 80.0 mL, 616 mmol, J. T. Baker, Philipsburg, N.J.). The tube was sealed and heated at 120° C. for 10 h and then the solvent was removed in vacuo. The residue was partitioned between water (100 mL) and DCM (200 mL). The aqueous layer was extracted with DCM (2×100 mL) and the combine... Reactants: ClC1=CC=C(C=N1)S(=O)(=O)N1CC(N(CC1)C1=NC=C(C=N1)C(C(F)(F)F)(C)O)C#CC (2-(2-(4-((6-chloro-3-pyridinyl)sulfonyl)-2-(1-propyn-1-yl)-1-piperazinyl)-5-pyrimidinyl)-1,1,1-trifluoro-2-propanol), [OH-].[NH4+] (ammonium hydroxide). Reaction SMILES: Cl[C:2]1[N:7]=[CH:6][C:5]([S:8]([N:11]2[CH2:16][CH2:15][N:14]([C:17]3[N:22]=[CH:21][C:20]([C:23]([OH:29])([CH3:28])[C:24]([F:27])([F:26])[F:25])=[CH:19][N:18]=3)[CH:13]([C:30]#[C:31][CH3:32])[CH2:12]2)(=[O:10])=[O:9])=[CH:4][CH:3]=1.[OH-].[NH4+:34]>CCO>[NH2:34][C:2]1[N:7]=[CH:6][C:5]([S:8]([N:11]2[CH2:16][CH2:15][N:14]([C:17]3[N:22]=[CH:21][C:20]([C:23]([OH:29])([CH3:28])[C:24]([F:27])([F:26])[F:25])=[CH:19][N:18]=3)[CH:13]([C:30]#[C:31][CH3:32])[CH2:12]2)(=[O:10])=[O:9])=[CH:4][CH:3]=1 |f:1.2|. Reported procedure: It should, however, be noted that, in the particular case of the cyclisation of 3-(m-chloroanilino)propionic acid by polyphosphoric acid, a mixture of substantially equal quantities of 5-chloro- and 7-chloro-1,2,3,4-tetrahydro-4-quinolinone is obtained. The selectivity for 7-chloro-1,2,3,4-tetrahydro-4-quinolinone is significantly improved if an oleum or a hydrofluoric acid/boron trifluoride mixture is used as cyclisation agent, but the industrial use of these processes encounters difficulties w... As a reaction SMILES: ClC1C=C(C=CC=1)NCCC(O)=O.ClC1C=C2C(C(=O)CCN2)=CC=1.[OH:26][S:27]([OH:30])(=[O:29])=[O:28].O=S(=O)=O.F.[B:36]([F:39])([F:38])[F:37]>>[S:27](=[O:28])(=[O:26])([OH:30])[OH:29].[FH:37].[B:36]([F:39])([F:38])[F:37] |f:2.3,4.5|. Product: S(O)(O)(=O)=O (sulphuric acid), F (hydrofluoric acid), B(F)(F)F (boron trifluoride). Reactants: F.B(F)(F)F (hydrofluoric acid boron trifluoride), polyphosphoric acid, OS(=O)(=O)O.O=S(=O)=O (oleum), 5-chloro- and 7-chloro-1,2,3,4-tetrahydro-4-quinolinone, ClC=1C=C(NCCC(=O)O)C=CC1 (3-(m-chloroanilino)propionic acid), ClC1=CC=C2C(CCNC2=C1)=O (7-chloro-1,2,3,4-tetrahydro-4-quinolinone). The reactants are C=1(C(=C(C(=CC1)C)O)O)C (1,4-xylenediol), N1=CC=CC=C1 (pyridine), O1CCCC1 (tetrahydrofuran), C(C1=CC=CC=C1)(=O)Cl (benzoyl chloride). Yields the product C(C1=CC=CC=C1)(=O)OC=1C(=CC=C(C1OC(C1=CC=CC=C1)=O)C)C (1,4-xylenediol dibenzoate). Isolated yield 95.0%. Reaction SMILES: [C:1]1([CH3:10])[C:2]([OH:9])=[C:3]([OH:8])[C:4]([CH3:7])=[CH:5][CH:6]=1.N1C=C[CH:14]=[CH:13][CH:12]=1.[C:17](Cl)(=[O:24])[C:18]1[CH:23]=[CH:22][CH:21]=[CH:20][CH:19]=1.[O:26]1[CH2:30][CH2:29][CH2:28][CH2:27]1>>[C:17]([O:8][C:3]1[C:4]([CH3:7])=[CH:5][CH:6]=[C:1]([CH3:10])[C:2]=1[O:9][C:30](=[O:26])[C:29]1[CH:14]=[CH:13][CH:12]=[CH:27][CH:28]=1)(=[O:24])[C:18]1[CH:23]=[CH:22][CH:21]=[CH:20][CH:19]=1. Procedure details: To 0.03 mol 1,4-xylenediol were added 30 ml tetrahydrofuran and 0.09 mol pyridine, then added 0.075 mol benzoyl chloride with stirring. The reaction was heated refluxing for 4 hours, cooled and added 20 ml saturated saline. The reaction mixture was extracted with ethyl acetate, and the extract was dried over anhydrous sodium sulfate, filtered. After removing solvent, the crude was purified by recrystallization from ethyl acetate and petroleum ether (1:1, v/v) to give 1,4-xylenediol dibenzoate as...